This data is from the Open Reaction Database (ORD), a public repository of structured organic reaction records. The task is: describe an organic reaction: reactants, conditions, products, and yield The reactants are IC1=CC=C(C=C1)OC(N(C1=CC=CC=C1)C)=O (methyl-phenyl-carbamic acid 4-iodo-phenyl ester), FC(OC1=CC=C(C=C1)B(O)O)(F)F (4-trifluoromethoxyphenylboronic acid). Yields the product FC(OC1=CC=C(C=C1)C1=CC=C(C=C1)OC(N(C1=CC=CC=C1)C)=O)(F)F (Methyl-phenyl-carbamic acid 4′-trifluoromethoxy-biphenyl-4-yl ester). RXN SMILES: I[C:2]1[CH:7]=[CH:6][C:5]([O:8][C:9](=[O:18])[N:10]([CH3:17])[C:11]2[CH:16]=[CH:15][CH:14]=[CH:13][CH:12]=2)=[CH:4][CH:3]=1.[F:19][C:20]([F:32])([F:31])[O:21][C:22]1[CH:27]=[CH:26][C:25](B(O)O)=[CH:24][CH:23]=1>>[F:19][C:20]([F:31])([F:32])[O:21][C:22]1[CH:27]=[CH:26][C:25]([C:2]2[CH:7]=[CH:6][C:5]([O:8][C:9](=[O:18])[N:10]([CH3:17])[C:11]3[CH:16]=[CH:15][CH:14]=[CH:13][CH:12]=3)=[CH:4][CH:3]=2)=[CH:24][CH:23]=1. Procedure details: The title compound was prepared from methyl-phenyl-carbamic acid 4-iodo-phenyl ester and 4-trifluoromethoxyphenylboronic acid. The crude product was purified by flash chromatography (Quad flash 12, EtOAc-heptane 1:9) (17%, brown oil). Starting materials: C1(=CC=CC=C1)CC(N)=NO (phenylacetoamide oxime), FC(C(C(=O)OC(C)(C)C)(F)F)(F)F (t-butyl pentafluoropropionate). Yields the product FC(C(F)(F)F)(C1=C(C(=NO1)N)C1=CC=CC=C1)F (5-Pentafluoroethyl-4-phenyl-3-aminoisoxazole). Reaction SMILES: [C:1]1([CH2:7][C:8](=[N:10][OH:11])[NH2:9])[CH:6]=[CH:5][CH:4]=[CH:3][CH:2]=1.[F:12][C:13]([F:25])([F:24])[C:14]([F:23])([F:22])[C:15](OC(C)(C)C)=O>>[F:22][C:14]([F:23])([C:15]1[O:11][N:10]=[C:8]([NH2:9])[C:7]=1[C:1]1[CH:6]=[CH:5][CH:4]=[CH:3][CH:2]=1)[C:13]([F:25])([F:24])[F:12]. Procedure details: The title compouhd was obtained according to the same procedure as described in Example 32 except that phenylacetoamide oxime (1.50 g, 0.0100 mole) and t-butyl pentafluoropropionate (6.66 g, 0.0300 mole) were used. Reactants: C1(=CC(=CC=C1)B(O)O)C1=CC=CC=C1 (3-biphenylboronic acid), ClC=1C=C(N=NC1)CN1C(=NC=C1)C (5-chloro-3-(2-methyl-imidazol-1-ylmethyl)-pyridazine). The product is Cl.C1(=CC(=CC=C1)C=1C=C(N=NC1)CN1C(=NC=C1)C)C1=CC=CC=C1 (5-Biphenyl-3-yl-3-(2-methyl-imidazol-1-yl-methyl)-pyridazine hydrochloride). RXN SMILES: [C:1]1([C:10]2[CH:15]=[CH:14][CH:13]=[CH:12][CH:11]=2)[CH:6]=[CH:5][CH:4]=[C:3](B(O)O)[CH:2]=1.[Cl:16][C:17]1[CH:18]=[C:19]([CH2:23][N:24]2[CH:28]=[CH:27][N:26]=[C:25]2[CH3:29])[N:20]=[N:21][CH:22]=1>>[ClH:16].[C:1]1([C:10]2[CH:15]=[CH:14][CH:13]=[CH:12][CH:11]=2)[CH:6]=[CH:5][CH:4]=[C:3]([C:17]2[CH:18]=[C:19]([CH2:23][N:24]3[CH:28]=[CH:27][N:26]=[C:25]3[CH3:29])[N:20]=[N:21][CH:22]=2)[CH:2]=1 |f:2.3|. Procedure details: The title compound, MS: m/e=327.3 (M+H+), was prepared from 3-biphenylboronic acid and 5-chloro-3-(2-methyl-imidazol-1-ylmethyl)-pyridazine. Reported procedure: The ketone, 2-carbomethoxymethyl-2-ethylcyclohexanone (IX) (141 mmol, 28 g) was stirred in 1.25 L of ethyl acetate (dried over 3A molecular sieves) and treated with 169 mmol (32.5 g) of PhSeCL. The reaction was stirred under nitrogen for 4 hours then treated with 250 mL of water. The mixture was shaken vigorously in a separatory funnel and the organic phase was returned to the reaction flask. Tetrahydrofuran (550 mL) was then added followed by 35 mL of 30% H2O2 (aq.) added dropwise. The reaction... The reactants are O1CCCC1 (Tetrahydrofuran), OO (H2O2), ketone, COC(CC1(C(CCCC1)=O)CC)=O (1-Ethyl-2-oxocyclohexaneacetic Acid Methyl Ester), O (water). Solvent: C(C)(=O)OCC (ethyl acetate), petroleum ether, C(C)(=O)OCC (ethyl acetate). Reaction conditions: time 4 hour. The product is COC(CC1(C(C=CCC1)=O)CC)=O (1-Ethyl-2-oxocyclohex-3-eneacetic Acid Methyl Ester). Yield: 55.3%. RXN SMILES: [CH3:1][O:2][C:3](=[O:14])[CH2:4][C:5]1([CH2:12][CH3:13])[CH2:10][CH2:9][CH2:8][CH2:7][C:6]1=[O:11].O.O1CCCC1.OO>C(OCC)(=O)C>[CH3:1][O:2][C:3](=[O:14])[CH2:4][C:5]1([CH2:12][CH3:13])[CH2:10][CH2:9][CH:8]=[CH:7][C:6]1=[O:11]. Reactants: B (borane), ClC=1C=C(C=O)C=C(C1OC)Cl.C=1C(=CC=[N+](C1)C[N+]2=CC=C(C=C2)/C=N/O)/C=N/O.[Br-].[Br-] (3,5-dichloro-4-methoxybenzaldehyde methoxime), [OH-].[Na+] (sodium hydroxide), O (water). Solvent: O1CCCC1 (THF), O1CCCC1 (tetrahydrofuran). Product: ClC=1C=C(CN)C=C(C1OC)Cl (3,5-Dichloro-4-methoxybenzylamine). Yield: 64.5%. RXN SMILES: [Cl:1][C:2]1[CH:3]=[C:4]([CH:7]=[C:8]([Cl:12])[C:9]=1[O:10][CH3:11])[CH:5]=O.C1C(/C=N/O)=CC=[N+:17](C[N+]2C=CC(/C=N/O)=CC=2)C=1.[Br-].[Br-].B.O.[OH-].[Na+]>O1CCCC1>[Cl:1][C:2]1[CH:3]=[C:4]([CH:7]=[C:8]([Cl:12])[C:9]=1[O:10][CH3:11])[CH2:5][NH2:17] |f:0.1.2.3,6.7|. Procedure details: A solution of 3,5-dichloro-4-methoxybenzaldehyde methoxime (10.7 g, 46 mmol) in freshly distilled tetrahydrofuran (THF) (60 ml) was cooled to 0° and stirred while 47 ml of 0.98M borane in THF was added. The resulting mixture was heated under reflux for 2 hours, cooled, and water (20 ml) added followed by 20% aqueous sodium hydroxide (20 ml). The mixture was heated under reflux for 2 hours, cooled and extracted twice with diethyl ether. The organic layer was extracted with 3N HCl, the aqueous lay... Reactants: C(CCCCCC)(=O)C=1C=NC=CC1 (3-heptanoylpyridine), [Mg] (magnesium), BrC1=C(C(=C(C(=C1C)OC)C)C)OC (1-bromo-2,5-dimethoxy-3,4,6-trimethylbenzene), O (water). Solvent: O1CCCC1 (tetrahydrofuran), O1CCCC1 (tetrahydrofuran). Product: Grignard reagent, COC1=C(C(=C(C(=C1C)C)OC)C)C(CCCCCC)(O)C=1C=NC=CC1 (1-(2,5-dimethoxy-3,4,6-trimethylphenyl)-1-(3-pyridyl)heptanol). Isolated yield 39.3%. Reaction SMILES: [Mg].Br[C:3]1[C:8]([CH3:9])=[C:7]([O:10][CH3:11])[C:6]([CH3:12])=[C:5]([CH3:13])[C:4]=1[O:14][CH3:15].[C:16]([C:24]1[CH:25]=[N:26][CH:27]=[CH:28][CH:29]=1)(=[O:23])[CH2:17][CH2:18][CH2:19][CH2:20][CH2:21][CH3:22].O>O1CCCC1>[CH3:15][O:14][C:4]1[C:5]([CH3:13])=[C:6]([CH3:12])[C:7]([O:10][CH3:11])=[C:8]([CH3:9])[C:3]=1[C:16]([C:24]1[CH:25]=[N:26][CH:27]=[CH:28][CH:29]=1)([OH:23])[CH2:17][CH2:18][CH2:19][CH2:20][CH2:21][CH3:22]. Procedure: A Grignard reagent was prepared from 693 mg (28.3 g atom) of magnesium, 7.6 g (29.3 mmol) of 1-bromo-2,5-dimethoxy-3,4,6-trimethylbenzene and tetrahydrofuran at 65° C. and cooled to 0° C., to which a solution of 3.75 g (21.9 mmol) of 3-heptanoylpyridine in 10 ml of tetrahydrofuran was added dropwise. After completion of the addition, the reaction mixture was stirred at room temperature for 1 hour, to which water was added and extracted with ethyl acetate. The extract was washed with water, dried...